This data is from the Open Reaction Database (ORD), a public repository of structured organic reaction records. The task is: describe an organic reaction: reactants, conditions, products, and yield As a reaction SMILES: [O:1]1[CH2:20][CH:2]1[CH2:3][N:4]1[CH2:9][CH2:8][CH:7]([C:10]2[C:14]3[CH:15]=[CH:16][C:17]([F:19])=[CH:18][C:13]=3[O:12][N:11]=2)[CH2:6][CH2:5]1.FC1C=CC2C(C3CCNCC3)=NOC=2C=1.[ClH:37]>C(O)(C)C.C(O)C>[ClH:37].[ClH:37].[F:19][C:17]1[CH:16]=[CH:15][C:14]2[C:10]([CH:7]3[CH2:8][CH2:9][N:4]([CH2:3][CH:2]([OH:1])[CH3:20])[CH2:5][CH2:6]3)=[N:11][O:12][C:13]=2[CH:18]=1 |f:5.6.7|. Procedure details: A stirred mixture of 1-(2,3-epoxypropyl)-4-(6-fluoro-1,2-benzisoxazol-3-yl)piperidine (1.19 g, 4.3 mmol) and 4-(6-fluoro-1,2-benzisoxazol-3-yl)piperidine (0.95 g, 4.3 mmol) in isopropyl alcohol (50 ml) was heated at reflux for 1 hour, then stirred at 65° C. for 16 hours. The solvent was removed on a rotary evaporator. The solid residues were purified by flash chromatography over a silica gel column (SiO2, 35 g; eluted with methylene chloride, DCM, and CH3OH in DCM). The product thus obtained, we... The solvent is C(C)O (ethanol), C(C)(C)O (isopropyl alcohol). Reactants: O1C(CN2CCC(CC2)C2=NOC3=C2C=CC(=C3)F)C1 (1-(2,3-epoxypropyl)-4-(6-fluoro-1,2-benzisoxazol-3-yl)piperidine), FC1=CC2=C(C(=NO2)C2CCNCC2)C=C1 (4-(6-fluoro-1,2-benzisoxazol-3-yl)piperidine), Cl (HCl). Run at temperature 65 celsius, time 16 hour. Product: Cl.Cl.FC1=CC2=C(C(=NO2)C2CCN(CC2)CC(C)O)C=C1 (4-(6-fluoro-1,2-benzisoxazol-3-yl)-1-piperidinyl-2-hydroxypropane dihydrochloride). Starting materials: COS(=O)(=O)OC, Cc1ccc(S(=O)(=O)Nc2ccc(C)c([N+](=O)[O-])c2)cc1, [H-], [Na+], CN(C)C=O, O. RXN SMILES: [CH3:24][O:25][S:26]([O:27][CH3:28])(=[O:29])=[O:30].[CH3:3][c:4]1[c:5]([N+:21](=[O:22])[O-:23])[cH:6][c:7]([NH:8][S:9](=[O:10])(=[O:11])[c:12]2[cH:13][cH:14][c:15]([CH3:18])[cH:16][cH:17]2)[cH:19][cH:20]1.[H-:1].[Na+:2].[O:32]=[CH:33][N:34]([CH3:35])[CH3:36].[OH2:31]>>[CH3:3][c:4]1[c:5]([N+:21](=[O:22])[O-:23])[cH:6][c:7]([N:8]([S:9](=[O:10])(=[O:11])[c:12]2[cH:13][cH:14][c:15]([CH3:18])[cH:16][cH:17]2)[CH3:24])[cH:19][cH:20]1. The product is Cc1ccc(S(=O)(=O)N(C)c2ccc(C)c([N+](=O)[O-])c2)cc1. Starting materials: C1CCC(CC1)N=C=NC2CCCCC2 (DCC), CC1=C(C(CCC1)(C)C)/C=C/C(=C/C=C/C(=C/C(=O)O)/C)/C (retinoic acid), NC1=CC=NC=C1 (4-aminopyridine), amide. RXN SMILES: [CH3:1][C:2]1[CH2:7][CH2:6][CH2:5][C:4]([CH3:9])([CH3:8])[C:3]=1/[CH:10]=[CH:11]/[C:12](/[CH3:22])=[CH:13]/[CH:14]=[CH:15]/[C:16](/[CH3:21])=[CH:17]/[C:18]([OH:20])=O.[NH2:23][C:24]1[CH:29]=[CH:28][N:27]=[CH:26][CH:25]=1.C1CCC(N=C=NC2CCCCC2)CC1>>[CH3:21]/[C:16](/[CH:15]=[CH:14]/[CH:13]=[C:12](\[CH3:22])/[CH:11]=[CH:10]/[C:3]1[C:4]([CH3:8])([CH3:9])[CH2:5][CH2:6][CH2:7][C:2]=1[CH3:1])=[CH:17]/[C:18]([NH:23][C:24]1[CH:29]=[CH:28][N:27]=[CH:26][CH:25]=1)=[O:20]. Yield: 86.6%. Reported procedure: Reaction of the reduced retinoic acid (0.83 g, 2.7 mmol) with 4-aminopyridine (0.26 g, 2.7 mmol) was conducted according to the general amide coupling procedure using DCC to obtain the product as a clear yellow oil (0.88 g, 85%). EIMS m/z: 387 ([M+H]+). The product is C/C(=C/C(=O)NC1=CC=NC=C1)/C=C/C=C(/C=C/C1=C(CCCC1(C)C)C)\C ((2Z,4E,6E,8E)-3,7-Dimethyl-N-(pyridin-4-yl)-9-(2,6,6-trimethylcyclohex-1-enyl)nona-2,4,6,8-tetraenamide). Reactants: C(=O)(Cl)Cl (phosgene), ClC(=O)OCC1CC1 (cyclopropylmethyl chloroformate), NC1=CC=C(C=C1)C=1C(CC(NN1)=O)C (6-(p-aminophenyl)-4,5-dihydro-5-methyl-3(2H)-pyridazinone), OCC1CC1 ((hydroxymethyl)cyclopropane). The solvent is CCOCC (ether), C1(=CC=CC=C1)C (toluene), CCOCC (ether). Conditions: time 3 hour. The product is C1(CC1)COC(=O)NC1=CC=C(C=C1)C=1C(CC(NN1)=O)C (6-(p-cyclopropylmethoxycarbonylaminophenyl)-4,5-dihydro-5-methyl-3(2H)-pyridazinone). Isolated yield 34.0%. RXN SMILES: OCC1CC1.C(Cl)(Cl)=O.Cl[C:11]([O:13][CH2:14][CH:15]1[CH2:17][CH2:16]1)=[O:12].[NH2:18][C:19]1[CH:24]=[CH:23][C:22]([C:25]2[CH:26]([CH3:32])[CH2:27][C:28](=[O:31])[NH:29][N:30]=2)=[CH:21][CH:20]=1>CCOCC.C1(C)C=CC=CC=1>[CH:15]1([CH2:14][O:13][C:11]([NH:18][C:19]2[CH:24]=[CH:23][C:22]([C:25]3[CH:26]([CH3:32])[CH2:27][C:28](=[O:31])[NH:29][N:30]=3)=[CH:21][CH:20]=2)=[O:12])[CH2:17][CH2:16]1. Procedure details: 3.2 g (44.4 millimoles) of (hydroxymethyl)cyclopropane, dissolved in 50 ml of absolute ether, are added dropwise to a stirred solution of 8.8 g (89.0 millimoles) of phosgene in 50 ml of absolute ether at 10°-15° C. The reaction solution is then stirred for 3 hours at room temperature. The excess phosgene is removed by means of a dry stream of nitrogen, and the ether is then removed under reduced pressure at room temperature. The cyclopropylmethyl chloroformate which remains is mixed with 6.0 g (... Reactants: C(C)OC(C(C1=CC=C(C=C1)O)=O)=O (4-hydroxy-alpha-oxobenzeneacetic acid ethyl ester), [H-].[Na+] (sodium hydride), BrCCCN1C=2C=CC=CC2C2=CC=CC=C2C1=O (5-(3-bromopropyl)-5,6-dihydro-6-oxophenanthridine). The solvent is CN(C=O)C (dimethylformamide), CN(C=O)C (dimethylformamide). Run at time 15 minute. Product: C(C)OC(C(C1=CC=C(C=C1)OCCCN1C=2C=CC=CC2C2=CC=CC=C2C1=O)=O)=O (4-[3-(5,6-dihydro-6-oxo-5-phenanthridinyl)propoxy]-alpha-oxobenzeneacetic acid ethyl ester). Isolated yield 48.1%. As a reaction SMILES: [CH2:1]([O:3][C:4](=[O:14])[C:5](=[O:13])[C:6]1[CH:11]=[CH:10][C:9]([OH:12])=[CH:8][CH:7]=1)[CH3:2].[H-].[Na+].Br[CH2:18][CH2:19][CH2:20][N:21]1[C:34](=[O:35])[C:33]2[C:28](=[CH:29][CH:30]=[CH:31][CH:32]=2)[C:27]2[CH:26]=[CH:25][CH:24]=[CH:23][C:22]1=2>CN(C)C=O>[CH2:1]([O:3][C:4](=[O:14])[C:5](=[O:13])[C:6]1[CH:11]=[CH:10][C:9]([O:12][CH2:18][CH2:19][CH2:20][N:21]2[C:34](=[O:35])[C:33]3[C:28](=[CH:29][CH:30]=[CH:31][CH:32]=3)[C:27]3[CH:26]=[CH:25][CH:24]=[CH:23][C:22]2=3)=[CH:8][CH:7]=1)[CH3:2] |f:1.2|. Procedure: A solution of 4-hydroxy-alpha-oxobenzeneacetic acid ethyl ester (0.376 g) in dimethylformamide (5 mL) was treated with 55% sodium hydride (0.085 g), stirred for 15 minutes and then 5-(3-bromopropyl)-5,6-dihydro-6-oxophenanthridine (0.613 g) in dimethylformamide (5 mL) was added. The mixture was stirred at room temperature for 22 hours and worked up as in Example 20. The residual oil was purified by HPLC (ethyl acetate-hexane; 7:13), and crystallization of the resulting solid from ethyl acetate-t... Reactants: O=C1Nc2ccc(Br)cc2C1=O, C[Si](C)(C)C#Cc1cncc(C(=O)N=S(C)(=O)c2ccccc2)c1. The product is CS(=O)(=NC(=O)c1cncc(C#Cc2ccc3c(c2)C(=O)C(=O)N3)c1)c1ccccc1. Reaction SMILES: [Br:25][c:26]1[cH:27][c:28]2[c:32]([cH:33][cH:34]1)[NH:31][C:30](=[O:35])[C:29]2=[O:36].[CH3:1][S:2](=[N:3][C:4]([c:5]1[cH:6][n:7][cH:8][c:9]([C:11]#[C:12][Si:13]([CH3:14])([CH3:15])[CH3:16])[cH:10]1)=[O:17])([c:18]1[cH:19][cH:20][cH:21][cH:22][cH:23]1)=[O:24]>>[CH3:1][S:2](=[N:3][C:4]([c:5]1[cH:6][n:7][cH:8][c:9]([C:11]#[C:12][c:26]2[cH:27][c:28]3[c:32]([cH:33][cH:34]2)[NH:31][C:30](=[O:35])[C:29]3=[O:36])[cH:10]1)=[O:17])([c:18]1[cH:19][cH:20][cH:21][cH:22][cH:23]1)=[O:24]. The reactants are C(N)(=O)C1=C(N=C(C(=N1)C1=CC=C(C=C1)B(O)O)C)C (4-(6-carbamoyl-3,5-dimethylpyrazin-2-yl)phenylboronic acid), FC=1C=C(C=C(C1OS(=O)(=O)C(F)(F)F)F)C1(CC1)C(=O)OC (methyl 1-(3,5-difluoro-4-(trifluoromethylsulfonyloxy)phenyl)cyclopropanecarboxylate), FC=1C=C(C=C(C1OS(=O)(=O)C(F)(F)F)F)C1(CC1)C(=O)OC (methyl 1-(3,5-difluoro-4-(trifluoromethylsulfonyloxy)phenyl)cyclopropanecarboxylate), [Cl-].[Li+] (lithium chloride), P(=O)([O-])([O-])[O-].[K+].[K+].[K+] (tripotassium phosphate). The reagents and catalysts are Cl[Pd]Cl.C1(=CC=CC=C1)P([C-]1C=CC=C1)C1=CC=CC=C1.[C-]1(C=CC=C1)P(C1=CC=CC=C1)C1=CC=CC=C1.[Fe+2] ((1,1′-bis(diphenylphosphino)ferrocene)-dichloropalladium(II)). Run in C(CCC)#N (butyronitrile). Run at temperature 150 celsius. The product is C(N)(=O)C1=C(N=C(C(=N1)C1=CC=C(C=C1)C1=C(C=C(C=C1F)C1(CC1)C(=O)OC)F)C)C (methyl 1-(4′-(6-carbamoyl-3,5-dimethylpyrazin-2-yl)-2,6-difluorobiphenyl-4-yl)cyclopropanecarboxylate). Isolated yield 44.1%. RXN SMILES: [C:1]([C:4]1[N:9]=[C:8]([C:10]2[CH:15]=[CH:14][C:13](B(O)O)=[CH:12][CH:11]=2)[C:7]([CH3:19])=[N:6][C:5]=1[CH3:20])(=[O:3])[NH2:2].[F:21][C:22]1[CH:23]=[C:24]([C:37]2([C:40]([O:42][CH3:43])=[O:41])[CH2:39][CH2:38]2)[CH:25]=[C:26]([F:36])[C:27]=1OS(C(F)(F)F)(=O)=O.[Cl-].[Li+].P([O-])([O-])([O-])=O.[K+].[K+].[K+]>C(#N)CCC.Cl[Pd]Cl.C1(P(C2C=CC=CC=2)[C-]2C=CC=C2)C=CC=CC=1.[C-]1(P(C2C=CC=CC=2)C2C=CC=CC=2)C=CC=C1.[Fe+2]>[C:1]([C:4]1[N:9]=[C:8]([C:10]2[CH:15]=[CH:14][C:13]([C:27]3[C:26]([F:36])=[CH:25][C:24]([C:37]4([C:40]([O:42][CH3:43])=[O:41])[CH2:38][CH2:39]4)=[CH:23][C:22]=3[F:21])=[CH:12][CH:11]=2)[C:7]([CH3:19])=[N:6][C:5]=1[CH3:20])(=[O:3])[NH2:2] |f:2.3,4.5.6.7,9.10.11.12|. Procedure: A solution of 4-(6-carbamoyl-3,5-dimethylpyrazin-2-yl)phenylboronic acid (226 mg, 0.83 mmol), methyl 1-(3,5-difluoro-4-(trifluoromethylsulfonyloxy)phenyl)cyclopropanecarboxylate (Intermediate 28-2; 300 mg, 0.83 mmol), lithium chloride (70.6 mg, 1.67 mmol) and tripotassium phosphate (265 mg, 1.25 mmol) in butyronitrile (2 mL) was degassed for 10 minutes then put under vacuum and refilled with nitrogen before addition of (1,1′-bis(diphenylphosphino)ferrocene)-dichloropalladium(II) (DCM adduct) (13... The reactants are C(C)(C)(C)C1=CC(=C(C=C1)C=1N(C(C(N1)(C)C1=CC=C(C=C1)Cl)C1=CC=C(C=C1)Cl)C(=O)Cl)OCC (rac-(4S*,5R*)-2-(4-tert-butyl-2-ethoxy-phenyl)-4,5-bis-(4-chloro-phenyl)-4-methyl-4,5-dihydro-imidazole-1-carbonyl chloride), CN(C(=O)N1CCNCC1)C (piperazine-1-carboxylic acid dimethylamide). Yields the product CN(C(=O)N1CCN(CC1)C(=O)N1C(=N[C@@]([C@H]1C1=CC=C(C=C1)Cl)(C)C1=CC=C(C=C1)Cl)C1=C(C=C(C=C1)C(C)(C)C)OCC)C (rac-4-[(4S*,5R*)-2-(4-tert-Butyl-2-ethoxy-phenyl)-4,5-bis-(4-chloro-phenyl)-4-methyl-4,5-dihydro-imidazole-1-carbonyl]-piperazine-1-carboxylic acid dimethylamide). As a reaction SMILES: [C:1]([C:5]1[CH:10]=[CH:9][C:8]([C:11]2[N:12]([C:31](Cl)=[O:32])[CH:13]([C:24]3[CH:29]=[CH:28][C:27]([Cl:30])=[CH:26][CH:25]=3)[C:14]([C:17]3[CH:22]=[CH:21][C:20]([Cl:23])=[CH:19][CH:18]=3)([CH3:16])[N:15]=2)=[C:7]([O:34][CH2:35][CH3:36])[CH:6]=1)([CH3:4])([CH3:3])[CH3:2].[CH3:37][N:38]([CH3:47])[C:39]([N:41]1[CH2:46][CH2:45][NH:44][CH2:43][CH2:42]1)=[O:40]>>[CH3:37][N:38]([CH3:47])[C:39]([N:41]1[CH2:42][CH2:43][N:44]([C:31]([N:12]2[C@H:13]([C:24]3[CH:25]=[CH:26][C:27]([Cl:30])=[CH:28][CH:29]=3)[C@@:14]([C:17]3[CH:22]=[CH:21][C:20]([Cl:23])=[CH:19][CH:18]=3)([CH3:16])[N:15]=[C:11]2[C:8]2[CH:9]=[CH:10][C:5]([C:1]([CH3:4])([CH3:2])[CH3:3])=[CH:6][C:7]=2[O:34][CH2:35][CH3:36])=[O:32])[CH2:45][CH2:46]1)=[O:40]. Procedure: In a manner analogous to the method described in example 5, rac-(4S*,5R*)-2-(4-tert-butyl-2-ethoxy-phenyl)-4,5-bis-(4-chloro-phenyl)-4-methyl-4,5-dihydro-imidazole-1-carbonyl chloride was reacted with piperazine-1-carboxylic acid dimethylamide (Aldrich) to give the title compound. LC-MS: 664.3 [(M+H)+]